From a dataset of the Open Reaction Database (ORD), a public repository of structured organic reaction records. describe an organic reaction: reactants, conditions, products, and yield Reactants: FC(C(=O)NC(C(=O)O)(C)C)(F)F (2-trifluoroacetylamino-isobutyric acid), S(=O)(Cl)Cl (thionyl chloride). The product is FC(C(=O)NC(C(=O)Cl)(C)C)(F)F (2-trifluoroacetylamino-isobutyric acid-chloride). RXN SMILES: [F:1][C:2]([F:13])([F:12])[C:3]([NH:5][C:6]([CH3:11])([CH3:10])[C:7](O)=[O:8])=[O:4].S(Cl)([Cl:16])=O>>[F:1][C:2]([F:13])([F:12])[C:3]([NH:5][C:6]([CH3:11])([CH3:10])[C:7]([Cl:16])=[O:8])=[O:4]. Procedure: 0.54 g (2.71 mmol) 2-trifluoroacetylamino-isobutyric acid are combined with 1.8 ml (2.47 g, 20.8 mmol) thionyl chloride and refluxed for 2 hours with stirring. The mixture is then evaporated down i. vac. and any remaining thionyl chloride is eliminating by blowing dry nitrogen over it. The residue is taken up in diethyl ether and petroleum ether and evaporated down again by blowing dry nitrogen over it. RXN SMILES: [CH2:1]([O:3][C:4](=[O:21])[CH2:5][N:6](C)[CH:7]=[C:8]([C:11]1[C:16]([CH3:17])=[CH:15][C:14]([CH3:18])=[CH:13][C:12]=1[CH3:19])[C:9]#[N:10])[CH3:2].[O-][CH2:23]C.[Na+]>>[NH2:10][CH:9]1[C:8]([C:11]2[C:16]([CH3:17])=[CH:15][C:14]([CH3:18])=[CH:13][C:12]=2[CH3:19])=[CH:7][NH:6][C:5]1([C:4]([O:3][CH2:1][CH3:2])=[O:21])[CH3:23] |f:1.2|. Starting materials: C(C)OC(CN(C=C(C#N)C1=C(C=C(C=C1C)C)C)C)=O (N-Methyl-N-[2-(2,4,6-trimethylphenyl)-2-cyanovinyl]-glycine ethyl ester), [O-]CC.[Na+] (sodium ethoxide). Procedure: A solution of N-Methyl-N-[2-(2,4,6-trimethylphenyl)-2-cyanovinyl]-glycine ethyl ester (6.8 g, 24 mmol) in 0.28M ethanolic sodium ethoxide (100 mL) was heated at 70° C. for 6 h. The reaction was cooled and evaporated in vacuo. The residue was treated with water and neutralized with acetic acid and the product was extracted with ethyl acetate. After drying the solvent was removed in vacuo to afford 3-Amino-2-ethoxycarbonyl-2-methyl-4-(2,4,6-trimethylphenyl)-1H-pyrrole as a yellow oil. The product is NC1C(NC=C1C1=C(C=C(C=C1C)C)C)(C)C(=O)OCC (3-Amino-2-ethoxycarbonyl-2-methyl-4-(2,4,6-trimethylphenyl)-1H-pyrrole). The reactants are OCC=1CS[C@H]2N(C1C(=O)[O-])C([C@H]2NC(CC=2N=C(SC2)NC(C2=CC=CC=C2)(C2=CC=CC=C2)C2=CC=CC=C2)=O)=O.[Na+] (sodium 3-hydroxymethyl-7β-[2-(2-tritylamino-4-thiazolyl)-acetamido]-ceph-3-eme-4-carboxylate), ClC(C(=O)N=C=O)(Cl)Cl (trichloroacetyl isocyanate), solution, C([O-])(O)=O.[Na+] (sodium bicarbonate). The solvent is C(Cl)Cl (methylene chloride). Reaction conditions: time 15 minute. The product is C(N)(=O)OCC=1CS[C@H]2N(C1C(=O)O)C([C@H]2NC(CC=2N=C(SC2)NC(C2=CC=CC=C2)(C2=CC=CC=C2)C2=CC=CC=C2)=O)=O (3-carbamoyloxymethyl-7β-[2-(2-tritylamino-4-thiazolyl)-acetamido]-ceph-3-eme-4-carboxylic acid). The yield is 32.7%. RXN SMILES: [OH:1][CH2:2][C:3]1[CH2:4][S:5][C@@H:6]2[C@H:13]([NH:14][C:15](=[O:42])[CH2:16][C:17]3[N:18]=[C:19]([NH:22][C:23]([C:36]4[CH:41]=[CH:40][CH:39]=[CH:38][CH:37]=4)([C:30]4[CH:35]=[CH:34][CH:33]=[CH:32][CH:31]=4)[C:24]4[CH:29]=[CH:28][CH:27]=[CH:26][CH:25]=4)[S:20][CH:21]=3)[C:12](=[O:43])[N:7]2[C:8]=1[C:9]([O-:11])=[O:10].[Na+].ClC(Cl)(Cl)[C:47]([N:49]=C=O)=[O:48].C(=O)(O)[O-].[Na+]>C(Cl)Cl>[C:47]([O:1][CH2:2][C:3]1[CH2:4][S:5][C@@H:6]2[C@H:13]([NH:14][C:15](=[O:42])[CH2:16][C:17]3[N:18]=[C:19]([NH:22][C:23]([C:36]4[CH:37]=[CH:38][CH:39]=[CH:40][CH:41]=4)([C:30]4[CH:31]=[CH:32][CH:33]=[CH:34][CH:35]=4)[C:24]4[CH:29]=[CH:28][CH:27]=[CH:26][CH:25]=4)[S:20][CH:21]=3)[C:12](=[O:43])[N:7]2[C:8]=1[C:9]([OH:11])=[O:10])(=[O:48])[NH2:49] |f:0.1,3.4|. Procedure: 8 g of raw product of Step A were added with stirring at room temperature to a solution of 8 g of trichloroacetyl isocyanate in 160 ml of dry methylene chloride and after stirring for 15 minutes, 1.6 liters of a solution of aqueous 6% sodium bicarbonate were added thereto. The mixture was stirred at room temperature overnight and was then extracted with ethyl acetate. The organic phase was removed and the aqueous phase was acidified with 6 N hydrochloric acid to a pH of 2 in the presence of ethy... Starting materials: COC(=O)CBr, Cn1c(C(F)(F)F)cc(=O)n(-c2cc(Oc3cccc(O)c3)c(C#N)cc2F)c1=O, O=C([O-])[O-], CC#N, [K+], [K+]. Yields the product COC(=O)COc1cccc(Oc2cc(-n3c(=O)cc(C(F)(F)F)n(C)c3=O)c(F)cc2C#N)c1. As a reaction SMILES: [Br:31][CH2:32][C:33](=[O:34])[O:35][CH3:36].[C:1](#[N:2])[c:3]1[c:4]([O:5][c:6]2[cH:7][c:8]([OH:12])[cH:9][cH:10][cH:11]2)[cH:13][c:14](-[n:18]2[c:19](=[O:30])[n:20]([CH3:29])[c:21]([C:25]([F:26])([F:27])[F:28])[cH:22][c:23]2=[O:24])[c:15]([F:17])[cH:16]1.[C:37](=[O:38])([O-:39])[O-:40].[CH3:43][C:44]#[N:45].[K+:41].[K+:42]>>[C:1](#[N:2])[c:3]1[c:4]([O:5][c:6]2[cH:7][c:8]([O:12][CH2:32][C:33](=[O:34])[O:35][CH3:36])[cH:9][cH:10][cH:11]2)[cH:13][c:14](-[n:18]2[c:19](=[O:30])[n:20]([CH3:29])[c:21]([C:25]([F:26])([F:27])[F:28])[cH:22][c:23]2=[O:24])[c:15]([F:17])[cH:16]1. The reactants are C1(=CC=CC=C1)CC=CC=1C=C(C=CC1)[N+](=O)[O-] (3-(3-phenyl-1-propenyl)nitrobenzene), O.N (ammonia water), [S-][S-].[Na+].[Na+] (sodium disulfide). Run in C(C)O (ethanol). Product: C1(=CC=CC=C1)CC=CC=1C=C(N)C=CC1 (3-(3-phenyl-1-propenyl)aniline). The yield is 84.9%. As a reaction SMILES: [C:1]1([CH2:7][CH:8]=[CH:9][C:10]2[CH:11]=[C:12]([N+:16]([O-])=O)[CH:13]=[CH:14][CH:15]=2)[CH:6]=[CH:5][CH:4]=[CH:3][CH:2]=1.O.N.[S-][S-].[Na+].[Na+]>C(O)C>[C:1]1([CH2:7][CH:8]=[CH:9][C:10]2[CH:11]=[C:12]([CH:13]=[CH:14][CH:15]=2)[NH2:16])[CH:2]=[CH:3][CH:4]=[CH:5][CH:6]=1 |f:1.2,3.4.5|. Procedure details: To a solution of 3-(3-phenyl-1-propenyl)nitrobenzene (10.5 g) in 200 ml of ethanol were added 70 ml of 35% ammonia water and 44 g of sodium disulfide. After heating under reflux for 2 hours, the solvent was removed under reduced pressure, followed by extraction with ethyl acetate. The extract was washed with water and dried over magnesium sulfate. The solvent was removed by distillation under reduced pressure to give 7.8 g of 3-(3-phenyl-1-propenyl)aniline (yield, 85%). B.P. 128°-130° C./0.09 mm... The reactants are COC(C(C(C1=C(C(=CC=C1)F)C)Cl)=O)=O (3-chloro-3-(3-fluoro-2-methyl-phenyl)-2-oxo-propionic acid methyl ester), C(C)(=S)N (thioacetamide). Product: COC(=O)C=1N=C(SC1C1=C(C(=CC=C1)F)C)C (5-(3-Fluoro-2-methyl-phenyl)-2-methyl-thiazole-4-carboxylic Acid Methyl Ester). As a reaction SMILES: [CH3:1][O:2][C:3](=[O:16])[C:4](=O)[CH:5](Cl)[C:6]1[CH:11]=[CH:10][CH:9]=[C:8]([F:12])[C:7]=1[CH3:13].[C:17]([NH2:20])(=[S:19])[CH3:18]>>[CH3:1][O:2][C:3]([C:4]1[N:20]=[C:17]([CH3:18])[S:19][C:5]=1[C:6]1[CH:11]=[CH:10][CH:9]=[C:8]([F:12])[C:7]=1[CH3:13])=[O:16]. Procedure details: prepared by reaction of 3-chloro-3-(3-fluoro-2-methyl-phenyl)-2-oxo-propionic acid methyl ester with thioacetamide. LC-MS: tR=0.93 min; [M+H]+=266.3. The reactants are O=C(O)c1ccc(C2CC2)c(OCC2CCCO2)n1, Cl, CNC(=O)C(N)CC(C)C. The product is CNC(=O)C(CC(C)C)NC(=O)c1ccc(C2CC2)c(OCC2CCCO2)n1. As a reaction SMILES: [CH:1]1([c:4]2[cH:5][cH:6][c:7]([C:17](=[O:18])[OH:19])[n:8][c:9]2[O:10][CH2:11][CH:12]2[O:13][CH2:14][CH2:15][CH2:16]2)[CH2:2][CH2:3]1.[ClH:20].[NH2:21][CH:22]([C:23](=[O:24])[NH:25][CH3:26])[CH2:27][CH:28]([CH3:29])[CH3:30]>>[CH:1]1([c:4]2[cH:5][cH:6][c:7]([C:17](=[O:19])[NH:21][CH:22]([C:23](=[O:24])[NH:25][CH3:26])[CH2:27][CH:28]([CH3:29])[CH3:30])[n:8][c:9]2[O:10][CH2:11][CH:12]2[O:13][CH2:14][CH2:15][CH2:16]2)[CH2:2][CH2:3]1. Reactants: COC(=O)CBr, C#CC(C)O, [H-], [Na+]. Yields the product C#CC(C)OCC(=O)OC. RXN SMILES: [Br:8][CH2:9][C:10](=[O:11])[O:12][CH3:13].[CH3:3][CH:4]([C:5]#[CH:6])[OH:7].[H-:1].[Na+:2]>>[CH3:3][CH:4]([C:5]#[CH:6])[O:7][CH2:9][C:10](=[O:11])[O:12][CH3:13]. Starting materials: C(=C)C1(CN2CCC1CC2)O (3-ethenyl-3-hydroxyquinuclidine), BrC1=CC=C(C=C1)C=1C=NC=CC1 (3-(4-bromophenyl)pyridine). The reagents and catalysts are C1=CC=C(C=C1)P(C2=CC=CC=C2)C3=CC=CC=C3.C1=CC=C(C=C1)P(C2=CC=CC=C2)C3=CC=CC=C3.Cl[Pd]Cl (bis-(triphenylphosphine)-palladium (II) chloride), [Cu]I (copper (I) iodide). Run in CN(C=O)C (dimethylformamide). Conditions: temperature 130 celsius, time 4 hour. Yields the product N1=CC(=CC=C1)C1=CC=C(C=C1)C=CC1(CN2CCC1CC2)O (3-[2-(4-[3-pyridyl]phenyl)ethenyl]-3-hydroxyquinuclidine). Isolated yield 29.7%. Reaction SMILES: [CH:1]([C:3]1([OH:11])[CH:8]2[CH2:9][CH2:10][N:5]([CH2:6][CH2:7]2)[CH2:4]1)=[CH2:2].Br[C:13]1[CH:18]=[CH:17][C:16]([C:19]2[CH:20]=[N:21][CH:22]=[CH:23][CH:24]=2)=[CH:15][CH:14]=1>C1C=CC(P(C2C=CC=CC=2)C2C=CC=CC=2)=CC=1.C1C=CC(P(C2C=CC=CC=2)C2C=CC=CC=2)=CC=1.Cl[Pd]Cl.[Cu]I.CN(C)C=O>[N:21]1[CH:22]=[CH:23][CH:24]=[C:19]([C:16]2[CH:15]=[CH:14][C:13]([CH:2]=[CH:1][C:3]3([OH:11])[CH:8]4[CH2:9][CH2:10][N:5]([CH2:6][CH2:7]4)[CH2:4]3)=[CH:18][CH:17]=2)[CH:20]=1 |f:2.3.4|. Procedure: A mixture of 3-ethenyl-3-hydroxyquinuclidine (673 mg), 3-(4-bromophenyl)pyridine (1.08 g), bis-(triphenylphosphine)-palladium (II) chloride (140 mg), copper (I) iodide (70 mg), and dimethylformamide (10 ml) was stirred at 130° C. under an atmosphere of argon for 4 hours. The mixture was evaporated and the residue was paritioned between aqueous 2M sodium hydroxide solution (10 ml) and dichloromethane (10 ml). The organic layer was separated, washed with dichloromethane (2×10 ml), dried (MgSO4) an...